This data is from the Open Reaction Database (ORD), a public repository of structured organic reaction records. The task is: describe an organic reaction: reactants, conditions, products, and yield Reactants: O (H2O), C1=CC(=CC=C1[N+](=O)[O-])OC(=O)OCC2=CC=NO2 (((5-isoxazolyl)methyl)-(4-nitrophenyl)carbonate), N[C@@H](CC1=CC=CC=C1)[C@H](C[C@H](CC1=CC=CC=C1)N)O ((2S,3S,5S)-2,5-diamino-1,6-diphenyl-3-hydroxyhexane), C1(=CC=CC=C1)OB(O)O (phenylboric acid). Solvent: C1CCOC1 (THF), C1(=CC=CC=C1)C (toluene), C1CCOC1 (THF). Reaction conditions: temperature -40 celsius, time 1 hour. The product is N[C@H](C[C@@H]([C@H](CC1=CC=CC=C1)NC(=O)OCC1=CC=NO1)O)CC1=CC=CC=C1 ((2S,3S,5S)-5-Amino-2-(N-((5-isoxazolyl)methoxycarbonyl)amino)-1,6-diphenyl-3-hydroxyhexane). Reaction SMILES: [NH2:1][C@H:2]([C@@H:10]([OH:21])[CH2:11][C@@H:12]([NH2:20])[CH2:13][C:14]1[CH:19]=[CH:18][CH:17]=[CH:16][CH:15]=1)[CH2:3][C:4]1[CH:9]=[CH:8][CH:7]=[CH:6][CH:5]=1.C1(OB(O)O)C=CC=CC=1.O.C1C([N+]([O-])=O)=CC=C([O:42][C:43]([O:45][CH2:46][C:47]2[O:51][N:50]=[CH:49][CH:48]=2)=O)C=1>C1(C)C=CC=CC=1.C1COCC1>[NH2:20][C@@H:12]([CH2:13][C:14]1[CH:19]=[CH:18][CH:17]=[CH:16][CH:15]=1)[CH2:11][C@H:10]([OH:21])[C@@H:2]([NH:1][C:43]([O:45][CH2:46][C:47]1[O:51][N:50]=[CH:49][CH:48]=1)=[O:42])[CH2:3][C:4]1[CH:9]=[CH:8][CH:7]=[CH:6][CH:5]=1. Procedure: A mixture of 1.54 g (5.41 mmol) of (2S,3S,5S)-2,5-diamino-1,6-diphenyl-3-hydroxyhexane and 0.673 g (5.41 mmol) of phenylboric acid in anhydrous toluene (130 mL) was heated at reflux under argon for 2 hrs with removal of H2O by a Dean-Slark trap. The resulting yellow solution was allowed to cool and the solvent was removed in vacuo to give an oil which solidified upon standing. The residue was taken up in 90 ml of THF, cooled to -40° C., and treated dropwise under Ar atmosphere over a period of 1... Reactants: C(C)OC1=CC2=C(N=C(S2)S)C=C1 (6-ethoxy-2-mercaptobenzothiazole), Na, C(C)OC(C(C)(C1=CC=CC=C1)Br)=O (2-bromo-2-phenylpropionic acid ethyl ester). Run in C(C)O (ethanol). The product is C(C)OC(C(C)(C1=CC=CC=C1)SC=1SC2=C(N1)C=CC(=C2)OCC)=O (2-(6-ethoxybenzothiazol-2-ylthio)-2-phenylpropionic acid ethyl ester). As a reaction SMILES: [CH2:1]([O:3][C:4]1[CH:13]=[CH:12][C:7]2[N:8]=[C:9]([SH:11])[S:10][C:6]=2[CH:5]=1)[CH3:2].[CH2:14]([O:16][C:17](=[O:27])[C:18](Br)([C:20]1[CH:25]=[CH:24][CH:23]=[CH:22][CH:21]=1)[CH3:19])[CH3:15]>C(O)C>[CH2:14]([O:16][C:17](=[O:27])[C:18]([S:11][C:9]1[S:10][C:6]2[CH:5]=[C:4]([O:3][CH2:1][CH3:2])[CH:13]=[CH:12][C:7]=2[N:8]=1)([C:20]1[CH:25]=[CH:24][CH:23]=[CH:22][CH:21]=1)[CH3:19])[CH3:15]. Reported procedure: 2.3 g of Na is dissolved in 80 ml of ethanol; 21.1 g of 6-ethoxy-2-mercaptobenzothiazole is added and the mixture is stirred until solution takes place. 25.7 g of 2-bromo-2-phenylpropionic acid ethyl ester is then added and the mixture is stirred overnight at 20° and worked up in the customary manner to give 2-(6-ethoxybenzothiazol-2-ylthio)-2-phenylpropionic acid ethyl ester, m.p. 92°-94°. The reactants are CI, COc1ccc(C(=O)O)c(C)c1C, [Li]C(C)CC, C1CCOC1, O. The product is CCc1c(C(=O)O)ccc(OC)c1C. As a reaction SMILES: [CH3:19][I:20].[CH3:1][O:2][c:3]1[c:4]([CH3:13])[c:5]([CH3:12])[c:6]([C:7](=[O:8])[OH:9])[cH:10][cH:11]1.[CH:14]([Li:15])([CH2:16][CH3:17])[CH3:18].[O:22]1[CH2:23][CH2:24][CH2:25][CH2:26]1.[OH2:21]>>[CH3:1][O:2][c:3]1[c:4]([CH3:13])[c:5]([CH2:12][CH3:14])[c:6]([C:7](=[O:8])[OH:9])[cH:10][cH:11]1. Reactants: O=C([O-])[O-], CN(C)C=O, Clc1snc(-c2ccccc2)c1Cl, [Cs+], [Cs+], Cc1ccc(C)c(N)c1, O. The product is Cc1cc(Oc2snc(-c3ccccc3)c2Cl)c(C)cc1N. Reaction SMILES: [C:23]([O-:24])(=[O:25])[O-:26].[CH3:29][N:30]([CH3:31])[CH:32]=[O:33].[Cl:1][c:2]1[c:3](-[c:8]2[cH:9][cH:10][cH:11][cH:12][cH:13]2)[n:4][s:5][c:6]1[Cl:7].[Cs+:27].[Cs+:28].[NH2:14][c:15]1[cH:16][c:17]([CH3:22])[cH:18][cH:19][c:20]1[CH3:21].[OH2:34]>>[Cl:1][c:2]1[c:3](-[c:8]2[cH:9][cH:10][cH:11][cH:12][cH:13]2)[n:4][s:5][c:6]1[O:24][c:18]1[c:17]([CH3:22])[cH:16][c:15]([NH2:14])[c:20]([CH3:21])[cH:19]1. As a reaction SMILES: [Br:1][c:2]1[cH:3][n:4][cH:5][c:6]([C:7](=[O:8])[OH:9])[cH:10]1.[CH3:11][S:12](=[O:13])(=[NH:14])[c:15]1[cH:16][c:17]([CH2:21][C:22](=[O:23])[O:24][CH3:25])[cH:18][cH:19][cH:20]1.[CH3:27][N:28]([CH3:29])[CH2:30][CH2:31][CH2:32][N:33]=[C:34]=[N:35][CH2:36][CH3:37].[CH3:38][CH2:39][O:40][C:41]([CH3:42])=[O:43].[CH3:44][N:45]([c:46]1[cH:47][cH:48][n:49][cH:50][cH:51]1)[CH3:52].[ClH:26].[O:53]=[CH:54][N:55]([CH3:56])[CH3:57]>>[Br:1][c:2]1[cH:3][n:4][cH:5][c:6]([C:7](=[O:9])[N:14]=[S:12]([CH3:11])(=[O:13])[c:15]2[cH:16][c:17]([CH2:21][C:22](=[O:23])[O:24][CH3:25])[cH:18][cH:19][cH:20]2)[cH:10]1. Yields the product COC(=O)Cc1cccc(S(C)(=O)=NC(=O)c2cncc(Br)c2)c1. Starting materials: O=C(O)c1cncc(Br)c1, COC(=O)Cc1cccc(S(C)(=N)=O)c1, CCN=C=NCCCN(C)C, CCOC(C)=O, CN(C)c1ccncc1, Cl, CN(C)C=O.